Dataset: the Open Reaction Database (ORD), a public repository of structured organic reaction records. Task: describe an organic reaction: reactants, conditions, products, and yield Reaction SMILES: [CH2:29]([Cl:30])[Cl:31].[CH3:11][Al:12]([CH3:13])[CH3:14].[CH3:16][c:17]1[n:18][c:19]([NH:24][C:25]([O:26][CH3:28])=[O:27])[n:20][c:21]([CH3:23])[cH:22]1.[CH3:32][C:33](=[O:34])[OH:35].[CH4:15].[n:1]1[cH:2][c:3]([S:7](=[O:8])(=[O:9])[NH2:10])[cH:4][cH:5][cH:6]1>>[n:1]1[cH:2][c:3]([S:7](=[O:8])(=[O:9])[NH:10][C:25]([NH:24][c:19]2[n:18][c:17]([CH3:16])[cH:22][c:21]([CH3:23])[n:20]2)=[O:26])[cH:4][cH:5][cH:6]1. Product: Cc1cc(C)nc(NC(=O)NS(=O)(=O)c2cccnc2)n1. The reactants are ClCCl, C[Al](C)C, COC(=O)Nc1nc(C)cc(C)n1, CC(=O)O, C, NS(=O)(=O)c1cccnc1. Reactants: C(C)OC([C@H](CC1=CC=C(C=C1)OCCBr)OC)=O ((2S)-3-[4-(2-bromo-ethoxy)-phenyl]-2-methoxy-propionic acid ethyl ester), OC1=CC=C(C=C1)NC(=O)C1CCCC1 (cyclopentanecarboxylic acid (4-hydroxy-phenyl)-amide), CO[C@H](C(=O)O)CC1=CC=C(C=C1)OCCCOC1=CC=CC=C1 ((2S)-2-methoxy-3-[4-(3-phenoxy-propoxy)-phenyl]-propionic acid). The product is C1(CCCC1)C(=O)NC1=CC=C(OCCOC2=CC=C(C=C2)C[C@@H](C(=O)O)OC)C=C1 ((2S)-3-(4-{2-[4-(cyclopentanecarbonyl-amino)-phenoxy]-ethoxy}-phenyl)-2-methoxy-propionic acid). As a reaction SMILES: C([O:3][C:4](=[O:19])[C@@H:5]([O:17][CH3:18])[CH2:6][C:7]1[CH:12]=[CH:11][C:10]([O:13][CH2:14][CH2:15]Br)=[CH:9][CH:8]=1)C.[OH:20][C:21]1[CH:26]=[CH:25][C:24]([NH:27][C:28]([CH:30]2[CH2:34][CH2:33][CH2:32][CH2:31]2)=[O:29])=[CH:23][CH:22]=1.CO[C@@H](CC1C=CC(OCCCOC2C=CC=CC=2)=CC=1)C(O)=O>>[CH:30]1([C:28]([NH:27][C:24]2[CH:25]=[CH:26][C:21]([O:20][CH2:15][CH2:14][O:13][C:10]3[CH:9]=[CH:8][C:7]([CH2:6][C@H:5]([O:17][CH3:18])[C:4]([OH:3])=[O:19])=[CH:12][CH:11]=3)=[CH:22][CH:23]=2)=[O:29])[CH2:31][CH2:32][CH2:33][CH2:34]1. Reported procedure: The title compound was prepared from (2S)-3-[4-(2-bromo-ethoxy)-phenyl]-2-methoxy-propionic acid ethyl ester (Example 283, Step 2) and cyclopentanecarboxylic acid (4-hydroxy-phenyl)-amide via the same procedure used for the preparation of (2S)-2-methoxy-3-[4-(3-phenoxy-propoxy)-phenyl]-propionic acid (Example 285, Step 1), to produce a white solid. MS (ES) for C24H29NO6 [M+H]+: 428.3. Reactants: CCOC(=O)CN(c1ccc(OC)c(OC)c1)S(=O)(=O)c1ccccc1, Cl, [Na+], C1CCOC1, [OH-]. Yields the product COc1ccc(N(CC(=O)O)S(=O)(=O)c2ccccc2)cc1OC. Reaction SMILES: [CH3:3][O:4][c:5]1[cH:6][c:7]([N:13]([S:14](=[O:15])(=[O:16])[c:17]2[cH:18][cH:19][cH:20][cH:21][cH:22]2)[CH2:23][C:24](=[O:25])[O:26][CH2:27][CH3:28])[cH:8][cH:9][c:10]1[O:11][CH3:12].[ClH:29].[Na+:2].[O:30]1[CH2:31][CH2:32][CH2:33][CH2:34]1.[OH-:1]>>[CH3:3][O:4][c:5]1[cH:6][c:7]([N:13]([S:14](=[O:15])(=[O:16])[c:17]2[cH:18][cH:19][cH:20][cH:21][cH:22]2)[CH2:23][C:24](=[O:25])[OH:26])[cH:8][cH:9][c:10]1[O:11][CH3:12]. Starting materials: CCOC(=O)Nc1ccc(OC)cc1[N+](=O)[O-], CCO, Cl, [H][H]. The product is CCOC(=O)Nc1ccc(OC)cc1N. As a reaction SMILES: [CH2:1]([CH3:2])[O:3][C:4]([NH:5][c:6]1[c:7]([N+:14]([O-:15])=[O:16])[cH:8][c:9]([O:12][CH3:13])[cH:10][cH:11]1)=[O:17].[CH3:21][CH2:22][OH:23].[ClH:18].[H:19][H:20]>>[CH2:1]([CH3:2])[O:3][C:4]([NH:5][c:6]1[c:7]([NH2:14])[cH:8][c:9]([O:12][CH3:13])[cH:10][cH:11]1)=[O:17]. Reaction SMILES: [Br:1][c:2]1[c:3]([F:35])[c:4]2[c:5]([c:6](=[O:24])[cH:7][c:8](-[c:10]3[cH:11][c:12]([F:23])[c:13]([NH:16][C:17]([C:18]([CH3:19])([CH3:20])[CH3:21])=[O:22])[cH:14][cH:15]3)[o:9]2)[c:25]([NH:28][C:29]([C:30]([CH3:31])([CH3:32])[CH3:33])=[O:34])[c:26]1[F:27].[CH3:36][N:37]1[CH2:38][CH2:39][NH:40][CH2:41][CH2:42]1.[CH3:44][S:45](=[O:46])[CH3:47].[OH2:43]>>[c:2]1([N:40]2[CH2:39][CH2:38][N:37]([CH3:36])[CH2:42][CH2:41]2)[c:3]([F:35])[c:4]2[c:5]([c:6](=[O:24])[cH:7][c:8](-[c:10]3[cH:11][c:12]([F:23])[c:13]([NH:16][C:17]([C:18]([CH3:19])([CH3:20])[CH3:21])=[O:22])[cH:14][cH:15]3)[o:9]2)[c:25]([NH:28][C:29]([C:30]([CH3:31])([CH3:32])[CH3:33])=[O:34])[c:26]1[F:27]. The reactants are CC(C)(C)C(=O)Nc1ccc(-c2cc(=O)c3c(NC(=O)C(C)(C)C)c(F)c(Br)c(F)c3o2)cc1F, CN1CCNCC1, CS(C)=O, O. The product is CN1CCN(c2c(F)c(NC(=O)C(C)(C)C)c3c(=O)cc(-c4ccc(NC(=O)C(C)(C)C)c(F)c4)oc3c2F)CC1. Reactants: O=C1SC(=CC2=C1C=CC=C2)C(=O)O (1-Oxo-1H-2-benzothiopyran-3-carboxylic acid), C([O-])(O)=O.[Na+] (sodium bicarbonate). Solvent: O (water). Reaction conditions: time 2 hour. Product: O=C1S(C=CC2=C1C=CC=C2)C(=O)[O-].[Na+] (sodium 1-oxo-1H-2-benzothiopyran-2-carboxylate). As a reaction SMILES: [O:1]=[C:2]1[C:7]2[CH:8]=[CH:9][CH:10]=[CH:11][C:6]=2[CH:5]=[C:4](C(O)=O)[S:3]1.[C:15](=O)([OH:17])[O-:16].[Na+:19]>O>[O:1]=[C:2]1[C:7]2[CH:8]=[CH:9][CH:10]=[CH:11][C:6]=2[CH:5]=[CH:4][SH:3]1[C:15]([O-:17])=[O:16].[Na+:19] |f:1.2,4.5|. Reported procedure: To a stirred suspension of 4.50 g. (21.8 mM) of the carboxylic acid of Example 2 in 200 ml. of distilled water is added 1.833 g. (21.82 mM) of sodium bicarbonate. The mixture is then stirred at 25°-35° for 2 hours, whereupon all the solids dissolve. The solution is frozen and freeze-dried to give sodium 1-oxo-1H-2-benzothiopyran-2-carboxylate as a pale yellow solid, m.p. >350°. Reactants: COC=1C=C(C=CC1)C1=C(C(NC2=NC=CC=C12)=O)NC(=O)NC1=C(C=CC=C1C(C)C)C(C)C (N-[4-(3-methoxyphenyl)-1,2-dihydro-2-oxo-1,8-naphthyridin-3-yl]-N'-(2,6-diisopropylphenyl)urea), C([O-])([O-])=O.[K+].[K+] (potassium carbonate), [I-].[K+] (potassium iodide), BrCC1CC1 ((bromomethyl)cyclopropane). The solvent is O (water), CN(C)C=O (DMF). Conditions: time 10 hour. The product is C1(CC1)CN1C(C(=C(C2=CC=CN=C12)C1=CC(=CC=C1)OC)NC(=O)NC1=C(C=CC=C1C(C)C)C(C)C)=O (N-[1-cyclopropylmethyl-4-(3-methoxyphenyl)-1,2-dihydro-2-oxo-1,8-naphthyridin-3-yl]-N'-(2,6-diisopropylphenyl)urea). The yield is 78.8%. Reaction SMILES: [CH3:1][O:2][C:3]1[CH:4]=[C:5]([C:9]2[C:18]3[C:13](=[N:14][CH:15]=[CH:16][CH:17]=3)[NH:12][C:11](=[O:19])[C:10]=2[NH:20][C:21]([NH:23][C:24]2[C:29]([CH:30]([CH3:32])[CH3:31])=[CH:28][CH:27]=[CH:26][C:25]=2[CH:33]([CH3:35])[CH3:34])=[O:22])[CH:6]=[CH:7][CH:8]=1.C(=O)([O-])[O-].[K+].[K+].[I-].[K+].Br[CH2:45][CH:46]1[CH2:48][CH2:47]1>CN(C=O)C.O>[CH:46]1([CH2:45][N:12]2[C:13]3[C:18](=[CH:17][CH:16]=[CH:15][N:14]=3)[C:9]([C:5]3[CH:6]=[CH:7][CH:8]=[C:3]([O:2][CH3:1])[CH:4]=3)=[C:10]([NH:20][C:21]([NH:23][C:24]3[C:29]([CH:30]([CH3:31])[CH3:32])=[CH:28][CH:27]=[CH:26][C:25]=3[CH:33]([CH3:35])[CH3:34])=[O:22])[C:11]2=[O:19])[CH2:48][CH2:47]1 |f:1.2.3,4.5|. Procedure: To a solution of N-[4-(3-methoxyphenyl)-1,2-dihydro-2-oxo-1,8-naphthyridin-3-yl]-N'-(2,6-diisopropylphenyl)urea (400 mg, 0.85 mmol) in DMF (10 ml) were added potassium carbonate (141 mg, 1.02 mmol), potassium iodide (28 mg, 0.17 mmol), and (bromomethyl)cyclopropane (138 mg, 1.02 mmol), and the mixture was stirred at 40°-50° C. for 10 hours. After allowed to stand for cooling, the mixture was poured into water, and the mixture was extracted with ethyl acetate. The extract was washed with water, w...